This data is from the Open Reaction Database (ORD), a public repository of structured organic reaction records. The task is: describe an organic reaction: reactants, conditions, products, and yield The reactants are ClC1=NC2=CC(=C(C=C2C(=N1)N1CCOCC1)F)C=1C=NC=CC1 (2-chloro-6-fluoro-4-morpholin-4-yl-7-pyridin-3-yl-quinazoline), CN1CCN(CC1)C(=O)C1=CC=C(C=C1)NC(=O)NC1=CC=C(C=C1)B1OC(C(O1)(C)C)(C)C (1-[4-(4-methyl-piperazine-1-carbonyl)-phenyl]-3-[4-(4,4,5,5,-tetramethyl-[1,3,2]dioxaborolan-2-yl)-phenyl]-urea), C([O-])([O-])=O.[Cs+].[Cs+] (cesium carbonate), CN(C)C=O (DMF). The reagents and catalysts are Cl[Pd]([P](C1=CC=CC=C1)(C2=CC=CC=C2)C3=CC=CC=C3)([P](C4=CC=CC=C4)(C5=CC=CC=C5)C6=CC=CC=C6)Cl (Pd(PPh3)2Cl2). The solvent is O (water). Reaction conditions: temperature 95 celsius, time 2 hour. The product is FC=1C=C2C(=NC(=NC2=CC1C=1C=NC=CC1)C1=CC=C(C=C1)NC(=O)NC1=CC=C(C=C1)C(=O)N1CCN(CC1)C)N1CCOCC1 (1-[4(6-Fluoro-4-morpholin-4-yl-7-pyridin-3-yl-quinazolin-2-yl)-phenyl]-3-[4-(4-methyl-piperazine-1-carbonyl)-phenyl]-urea). The yield is 9.0%. Reaction SMILES: Cl[C:2]1[N:11]=[C:10]([N:12]2[CH2:17][CH2:16][O:15][CH2:14][CH2:13]2)[C:9]2[C:4](=[CH:5][C:6]([C:19]3[CH:20]=[N:21][CH:22]=[CH:23][CH:24]=3)=[C:7]([F:18])[CH:8]=2)[N:3]=1.[CH3:25][N:26]1[CH2:31][CH2:30][N:29]([C:32]([C:34]2[CH:39]=[CH:38][C:37]([NH:40][C:41]([NH:43][C:44]3[CH:49]=[CH:48][C:47](B4OC(C)(C)C(C)(C)O4)=[CH:46][CH:45]=3)=[O:42])=[CH:36][CH:35]=2)=[O:33])[CH2:28][CH2:27]1.C(=O)([O-])[O-].[Cs+].[Cs+].CN(C=O)C>Cl[Pd](Cl)([P](C1C=CC=CC=1)(C1C=CC=CC=1)C1C=CC=CC=1)[P](C1C=CC=CC=1)(C1C=CC=CC=1)C1C=CC=CC=1.O>[F:18][C:7]1[CH:8]=[C:9]2[C:4](=[CH:5][C:6]=1[C:19]1[CH:20]=[N:21][CH:22]=[CH:23][CH:24]=1)[N:3]=[C:2]([C:47]1[CH:48]=[CH:49][C:44]([NH:43][C:41]([NH:40][C:37]3[CH:38]=[CH:39][C:34]([C:32]([N:29]4[CH2:28][CH2:27][N:26]([CH3:25])[CH2:31][CH2:30]4)=[O:33])=[CH:35][CH:36]=3)=[O:42])=[CH:45][CH:46]=1)[N:11]=[C:10]2[N:12]1[CH2:17][CH2:16][O:15][CH2:14][CH2:13]1 |f:2.3.4,^1:72,91|. Reported procedure: To a 50 mL round bottom flask, 2-chloro-6-fluoro-4-morpholin-4-yl-7-pyridin-3-yl-quinazoline (90 mg, 0.000259 mol), 1-[4-(4-methyl-piperazine-1-carbonyl)-phenyl]-3-[4-(4,4,5,5,-tetramethyl-[1,3,2]dioxaborolan-2-yl)-phenyl]-urea (144.7 mg, 0.0003114 mol), cesium carbonate (212.3 mg, 0.000647 mol), DMF (5 mL) and water (2.5 mL) were added. The reaction mixture was degassed with nitrogen for 5-10 min. To the same reaction flask, Pd(PPh3)2Cl2 (9.07 mg, 0.0000131 mol) was added and again degassed wit... The reactants are C1(=CC=CC=C1)[Mg]Br (phenylmagnesium bromide), C(CC)(=O)C1=CC=CC=C1 (propiophenone), [Cl-].[NH4+] (ammonium chloride), O (water). Solvent: C(C)OCC (diethyl ether), C(C)OCC (diethyl ether). Reaction conditions: time 1 hour. Product: C1(=CC=CC=C1)C(CC)(O)C1=CC=CC=C1 (1,1-diphenyl-1-propanol). Isolated yield 83.0%. As a reaction SMILES: [C:1]([C:5]1[CH:10]=[CH:9][CH:8]=[CH:7][CH:6]=1)(=[O:4])[CH2:2][CH3:3].[C:11]1([Mg]Br)[CH:16]=[CH:15][CH:14]=[CH:13][CH:12]=1.[Cl-].[NH4+].O>C(OCC)C>[C:5]1([C:1]([C:11]2[CH:16]=[CH:15][CH:14]=[CH:13][CH:12]=2)([OH:4])[CH2:2][CH3:3])[CH:10]=[CH:9][CH:8]=[CH:7][CH:6]=1 |f:2.3|. Procedure: To a well-stirred solution of propiophenone (20.1 g, 0.15 mol) in dry diethyl ether (125 ml) kept under nitrogen at room temperature was added a solution of phenylmagnesium bromide (55 ml, 3 M in diethyl ether) in dry diethyl ether (25 ml). The reaction mixture was stirred for 1 h and a mixture of a saturated ammonium chloride solution (100 ml) and water (50 ml) was added. The phases were separated and the aqueous phase was extracted with diethyl ether (100 ml). The combined organic phases was w... The reactants are 170, C1(=CC=CC=C1)C1=CC=C(C=C1)O (p-phenylphenol), C=O (paraformaldehyde), C1(=CC=C(C=C1)S(=O)(=O)O)C (p-toluenesulfonic acid). The solvent is C1(=CC=CC=C1)C (toluene). The product is C1(=CC=CC=C1)C1=CC=C(C=C1)O.C=O (p-phenylphenol formaldehyde). Reaction SMILES: [C:1]1([C:7]2[CH:12]=[CH:11][C:10]([OH:13])=[CH:9][CH:8]=2)[CH:6]=[CH:5][CH:4]=[CH:3][CH:2]=1.[CH2:14]=[O:15].C1(C)C=CC(S(O)(=O)=O)=CC=1>C1(C)C=CC=CC=1>[C:1]1([C:7]2[CH:8]=[CH:9][C:10]([OH:13])=[CH:11][CH:12]=2)[CH:2]=[CH:3][CH:4]=[CH:5][CH:6]=1.[CH2:14]=[O:15] |f:4.5|. Procedure: A mixture of 170 parts of p-phenylphenol, 22.5 parts of 80% paraformaldehyde, 1.7 parts of p-toluenesulfonic acid and 200 parts of toluene was allowed to react at 100° C. for 2 hours, and then the toluene and water were taken off by vacuum distillation. There was obtained a p-phenylphenol-formaldehyde resin having a softening point of 85° C. The thus obtained resin was used as a color developer. The reagents and catalysts are [Pd] (Pd/C). Reaction SMILES: [F:1][C:2]([F:16])([F:15])[CH:3]=[CH:4][C:5]1[CH:10]=[CH:9][CH:8]=[CH:7][C:6]=1[S:11]([NH2:14])(=[O:13])=[O:12].[H][H]>[Pd].C(OCC)(=O)C>[F:16][C:2]([F:1])([F:15])[CH2:3][CH2:4][C:5]1[CH:10]=[CH:9][CH:8]=[CH:7][C:6]=1[S:11]([NH2:14])(=[O:13])=[O:12]. Reported procedure: A mixture of 50.2 g of 2-(3,3,3-trifluoro-1-propenyl)-phenylsulfonamide, 500 ml of ethyl acetate and 5 g of a 5% Pd/C catalyst is shaken for 1/2 hour at 20°-25° C. in a hydrogen atmosphere. The catalyst is then filtered off, the mixture is concentrated by evaporation, and the residue is crystallised from a mixture of methylene chloride and ether to thus yield 49.6 g of 2-(3,3,3-trifluoropropyl)-phenylsulfonamide, m.p. 148°-149° C. The product is FC(CCC1=C(C=CC=C1)S(=O)(=O)N)(F)F (2-(3,3,3-Trifluoropropyl)-phenysulfonamide). Run in C(C)(=O)OCC (ethyl acetate). Starting materials: FC(C=CC1=C(C=CC=C1)S(=O)(=O)N)(F)F (2-(3,3,3-trifluoro-1-propenyl)-phenylsulfonamide), [H][H] (hydrogen). Starting materials: C1CCOC1, CI, CC(C)n1nc(-c2nc(-c3ccncc3)c(N)nc2-c2ccccc2)ccc1=O. Yields the product CC(C)n1nc(-c2nc(-c3cc[n+](C)cc3)c(N)nc2-c2ccccc2)ccc1=O, [I-]. As a reaction SMILES: [CH2:32]1[O:33][CH2:34][CH2:35][CH2:36]1.[I:1][CH3:2].[NH2:3][c:4]1[n:5][c:6](-[c:26]2[cH:27][cH:28][cH:29][cH:30][cH:31]2)[c:7](-[c:16]2[cH:17][cH:18][c:19](=[O:25])[n:20]([CH:22]([CH3:23])[CH3:24])[n:21]2)[n:8][c:9]1-[c:10]1[cH:11][cH:12][n:13][cH:14][cH:15]1>>[CH3:2][n+:13]1[cH:12][cH:11][c:10](-[c:9]2[c:4]([NH2:3])[n:5][c:6](-[c:26]3[cH:27][cH:28][cH:29][cH:30][cH:31]3)[c:7](-[c:16]3[cH:17][cH:18][c:19](=[O:25])[n:20]([CH:22]([CH3:23])[CH3:24])[n:21]3)[n:8]2)[cH:15][cH:14]1.[I-:1]. Starting materials: CCOC(=O)Cc1c(C)[nH]c2ccc(C)cc12, NCCN. Yields the product Cc1ccc2[nH]c(C)c(CC(=O)NCCN)c2c1. As a reaction SMILES: [CH3:1][c:2]1[nH:3][c:4]2[cH:5][cH:6][c:7]([CH3:17])[cH:8][c:9]2[c:10]1[CH2:11][C:12]([O:14][CH2:13][CH3:15])=[O:16].[NH2:18][CH2:19][CH2:20][NH2:21]>>[CH3:1][c:2]1[nH:3][c:4]2[cH:5][cH:6][c:7]([CH3:17])[cH:8][c:9]2[c:10]1[CH2:11][C:12](=[O:14])[NH:21][CH2:20][CH2:19][NH2:18]. Starting materials: O=C(O)C(Br)c1ccccc1, C1CCOC1, C1CCOC1, O. Product: OCC(Br)c1ccccc1. As a reaction SMILES: [Br:1][CH:2]([C:3](=[O:4])[OH:5])[c:6]1[cH:7][cH:8][cH:9][cH:10][cH:11]1.[O:13]1[CH2:14][CH2:15][CH2:16][CH2:17]1.[O:18]1[CH2:19][CH2:20][CH2:21][CH2:22]1.[OH2:12]>>[Br:1][CH:2]([CH2:3][OH:4])[c:6]1[cH:7][cH:8][cH:9][cH:10][cH:11]1. The reactants are CC(C)([O-])C.[K+] (Potassium t-butoxide), C(C(=O)OCC)(=O)OCC (diethyl oxalate), COC(CC1=CC=C(C=C1)C1=CC=CC=C1)=O (4-biphenyl acetic acid methyl ester). Yields the product C1(=CC=CC=C1)C1=CC=C(C=C1)CC(C(=O)O)=O (4-Phenylphenylpyruvic Acid). Reaction SMILES: CC(C)([O-])C.[K+].CO[C:9](=[O:23])[CH2:10][C:11]1[CH:16]=[CH:15][C:14]([C:17]2[CH:22]=[CH:21][CH:20]=[CH:19][CH:18]=2)=[CH:13][CH:12]=1.C(OCC)(=O)[C:25]([O:27]CC)=[O:26]>>[C:17]1([C:14]2[CH:13]=[CH:12][C:11]([CH2:10][C:9](=[O:23])[C:25]([OH:27])=[O:26])=[CH:16][CH:15]=2)[CH:18]=[CH:19][CH:20]=[CH:21][CH:22]=1 |f:0.1|. Procedure: 40 g of Potassium t-butoxide was added to 150 ml of diethyl oxalate in small portions with stirring. After the initial exothermic reaction subsided, the reaction mixture was heated on a steam bath under nitrogen in order to dissolve solids. After cooling down to room temperature, 79 g of 4-biphenyl acetic acid methyl ester was added in one portion. The mixture was stirred at 60°-70° C. for 2 hours while low boiling material was removed under vaccum. On cooling to room temperature, the viscous re... Reaction SMILES: [Cl:1][C:2]1[CH:7]=[CH:6][C:5]([NH:8][C:9]([C:11]2[CH:21]=[CH:20][C:14]([C:15](=[NH:19])OCC)=[CH:13][CH:12]=2)=[O:10])=[CH:4][C:3]=1[C:22]1[CH:27]=[CH:26][CH:25]=[CH:24][N:23]=1.[CH3:28][N:29]1[CH2:34][CH2:33][NH:32][CH2:31][CH2:30]1>CO>[Cl:1][C:2]1[CH:7]=[CH:6][C:5]([NH:8][C:9](=[O:10])[C:11]2[CH:12]=[CH:13][C:14]([C:15](=[NH:19])[N:32]3[CH2:33][CH2:34][N:29]([CH3:28])[CH2:30][CH2:31]3)=[CH:20][CH:21]=2)=[CH:4][C:3]=1[C:22]1[CH:27]=[CH:26][CH:25]=[CH:24][N:23]=1. Starting materials: ClC1=C(C=C(C=C1)NC(=O)C1=CC=C(C(OCC)=N)C=C1)C1=NC=CC=C1 (Ethyl 4-(4-chloro-3-(pyridin-2-yl)phenylcarbamoyl)benzimidate), CN1CCNCC1 (1-methylpiperazine). Run in CO (methanol). Reported procedure: Ethyl 4-(4-chloro-3-(pyridin-2-yl)phenylcarbamoyl)benzimidate (2.0 ml of a 0.075 M methanol solution, 0.15 mmol) was treated with 1-methylpiperazine (23 mg, 0.23 mmol) via procedure W to afford 35 mg of N-(4-chloro-3-(pyridin-2-yl)phenyl)-4-(imino(4-methylpiperazin-1-yl)methyl)benzamide. MS (Q1) 434 (M)+. The product is ClC1=C(C=C(C=C1)NC(C1=CC=C(C=C1)C(N1CCN(CC1)C)=N)=O)C1=NC=CC=C1 (N-(4-chloro-3-(pyridin-2-yl)phenyl)-4-(imino(4-methylpiperazin-1-yl)methyl)benzamide). The reactants are NCC1(CCCC1)N (1-(aminomethyl)cyclopentanamine), BrC#N (BrCN). Reaction SMILES: [NH2:1][CH2:2][C:3]1([NH2:8])[CH2:7][CH2:6][CH2:5][CH2:4]1.Br[C:10]#[N:11]>O>[NH:8]1[C:3]2([CH2:7][CH2:6][CH2:5][CH2:4]2)[CH2:2][N:1]=[C:10]1[NH2:11]. Run in O (water). Reaction conditions: time 3 hour. The yield is 138.8%. Product: N1C(=NCC12CCCC2)N (1,3-diazaspiro[4.4]non-2-en-2-amine). Reported procedure: 3.35 g of 1-(aminomethyl)cyclopentanamine are solubilized in 20 mL of water, cooled beforehand in an ice bath. 3.52 g of BrCN are added and the mixture is then stirred for 3 h at RT. The solvent is evaporated. 5.67 g (yield=88%) of 1,3-diazaspiro[4.4]non-2-en-2-amine are obtained as a brown oil.